This data is from the Open Reaction Database (ORD), a public repository of structured organic reaction records. The task is: describe an organic reaction: reactants, conditions, products, and yield Starting materials: FC=1C=C(C=C(C1)F)C#CC=1C=C2C(=NC1)NN=C2NC(C2=C(C=C(C=C2)N2CCN(CC2)C)NC2CCOCC2)=O (N-(5-((3,5-difluorophenyl)ethynyl)-1H-pyrazolo[3,4-b]pyridin-3-yl)-4-(4-methylpiperazin-1-yl)-2-(tetrahydro-2H-pyran-4-ylamino)benzamide). Reagents/catalysts: [Pd] (Pd/C). Run in O1CCCC1 (tetrahydrofuran), CO (methanol). Reaction conditions: time 12 hour. Yields the product FC=1C=C(CCC=2C=C3C(=NC2)NN=C3NC(C3=C(C=C(C=C3)N3CCN(CC3)C)NC3CCOCC3)=O)C=C(C1)F (N-(5-(3,5-difluorophenethyl)-1H-pyrazolo[3,4-b]pyridin-3-yl)-4-(4-methylpiperazin-1-yl)-2-(tetrahydro-2H-pyran-4-ylamino)benzamide). Yield: 61.5%. RXN SMILES: [F:1][C:2]1[CH:3]=[C:4]([C:9]#[C:10][C:11]2[CH:12]=[C:13]3[C:19]([NH:20][C:21](=[O:42])[C:22]4[CH:27]=[CH:26][C:25]([N:28]5[CH2:33][CH2:32][N:31]([CH3:34])[CH2:30][CH2:29]5)=[CH:24][C:23]=4[NH:35][CH:36]4[CH2:41][CH2:40][O:39][CH2:38][CH2:37]4)=[N:18][NH:17][C:14]3=[N:15][CH:16]=2)[CH:5]=[C:6]([F:8])[CH:7]=1>O1CCCC1.CO.[Pd]>[F:1][C:2]1[CH:3]=[C:4]([CH:5]=[C:6]([F:8])[CH:7]=1)[CH2:9][CH2:10][C:11]1[CH:12]=[C:13]2[C:19]([NH:20][C:21](=[O:42])[C:22]3[CH:27]=[CH:26][C:25]([N:28]4[CH2:33][CH2:32][N:31]([CH3:34])[CH2:30][CH2:29]4)=[CH:24][C:23]=3[NH:35][CH:36]3[CH2:37][CH2:38][O:39][CH2:40][CH2:41]3)=[N:18][NH:17][C:14]2=[N:15][CH:16]=1. Procedure: 10 mg of 10% Pd/C is added to 100 mg (0.175 mmol) of N-(5-((3,5-difluorophenyl)ethynyl)-1H-pyrazolo[3,4-b]pyridin-3-yl)-4-(4-methylpiperazin-1-yl)-2-(tetrahydro-2H-pyran-4-ylamino)benzamide in solution in a mixture of 10 ml of tetrahydrofuran and 5 ml of methanol before placing the reaction medium under an atmosphere of hydrogen. The reaction mixture is stirred for 12 hours at room temperature and then filtered on Celite and concentrated. 62 mg (yield=60%) of N-(5-(3,5-difluorophenethyl)-1H-pyra... Starting materials: COc1ccc(CC(=O)O)cc1, Cc1ccc(N)c(C)c1. Reagents/catalysts: C1CCC(CC1)N=C=NC2CCCCC2 (DCC), CN1CCOCC1 (NMM), C1(=C(C(=C(C(=C1F)F)F)F)F)O (Pentafluorophenol). Run in CN(C)C=O (DMF), CN(C)C=O (DMF), CN(C)C=O (DMF), CN(C)C=O (DMF), CN(C)C=O (DMF), CN(C)C=O (DMF). Reaction conditions: temperature 25 celsius, time 2 hour. The product is COc1ccc(CC(=O)Nc2ccc(C)cc2C)cc1. Isolated yield 42.0%. RXN SMILES: Cc1ccc(N)c(C)c1.COc1ccc(CC(=O)O)cc1.C1CCC(CC1)N=C=NC2CCCCC2.C1(=C(C(=C(C(=C1F)F)F)F)F)O.CN1CCOCC1.CN(C)C=O>>COc1ccc(CC(=O)Nc2ccc(C)cc2C)cc1.